Task: describe an organic reaction: reactants, conditions, products, and yield. Dataset: the Open Reaction Database (ORD), a public repository of structured organic reaction records Starting materials: O([C@H]1[C@H](O)[C@@H](O)[C@@H](O)[C@H](O1)CO)C1=C(C=C(C=C1OC)C=O)OC (4-formyl-2,6-dimethoxyphenyl β-D-galactopyranoside), [I-].C[N+]1=CC=C(C2=CC=CC=C12)C (1,4-dimethylquinolinium iodide), C(C)(=O)[O-].[NH4+] (ammonium acetate). Solvent: C(C)O (ethanol). Run at temperature 60 celsius, time 5 hour. The product is [I-].[C@@H]1([C@H](O)[C@@H](O)[C@@H](O)[C@H](O1)CO)OC1=C(C=C(C=C1OC)C=CC1=CC=[N+](C2=CC=CC=C12)C)OC (4-{2-[4-(β-D-Galactopyranosyloxy)-3,5-dimethoxyphenyl]-vinyl}-1-methylquinolinium iodide). Yield: 70.5%. Reaction SMILES: [O:1]([C:13]1[C:18]([O:19][CH3:20])=[CH:17][C:16]([CH:21]=O)=[CH:15][C:14]=1[O:23][CH3:24])[C@@H:2]1[O:10][C@H:9]([CH2:11][OH:12])[C@H:7]([OH:8])[C@H:5]([OH:6])[C@H:3]1[OH:4].[I-:25].[CH3:26][N+:27]1[C:36]2[C:31](=[CH:32][CH:33]=[CH:34][CH:35]=2)[C:30]([CH3:37])=[CH:29][CH:28]=1.C([O-])(=O)C.[NH4+]>C(O)C>[I-:25].[C@@H:2]1([O:1][C:13]2[C:18]([O:19][CH3:20])=[CH:17][C:16]([CH:21]=[CH:37][C:30]3[C:31]4[C:36](=[CH:35][CH:34]=[CH:33][CH:32]=4)[N+:27]([CH3:26])=[CH:28][CH:29]=3)=[CH:15][C:14]=2[O:23][CH3:24])[O:10][C@H:9]([CH2:11][OH:12])[C@H:7]([OH:8])[C@H:5]([OH:6])[C@H:3]1[OH:4] |f:1.2,3.4,6.7|. Procedure details: A suspension of 4-formyl-2,6-dimethoxyphenyl β-D-galactopyranoside (2c)(0.20 g, 0.58 mmol), 1,4-dimethylquinolinium iodide (0.17 g, 0.58 mmol) in ethanol (20 ml) containing ammonium acetate (0.15 g 1.9 mmol) was stirred at about 60° C. for 5 h. The dark orange precipitate which formed during the reaction was then filtered off and washed with ethanol followed by acetone to give (24c)(0.25 g, 70%) an orange solid. Starting materials: C(C)OC([C@H](CC1=CC=C(C=C1)OCCBr)OC)=O ((2S)-3-[4-(2-bromo-ethoxy)-phenyl]-2-methoxy-propionic acid ethyl ester), C1=C(C=CC2=CC=CC=C12)O (naphthalen-2-ol), CO[C@H](C(=O)O)CC1=CC=C(C=C1)OCCCOC1=CC=CC=C1 ((2S)-2-methoxy-3-[4-(3-phenoxy-propoxy)-phenyl]-propionic acid). Yields the product CO[C@H](C(=O)O)CC1=CC=C(C=C1)OCCOC1=CC2=CC=CC=C2C=C1 ((2S)-2-methoxy-3-{4-[2-(naphthalen-2-yloxy)-ethoxy]-phenyl}-propionic acid). Reaction SMILES: C([O:3][C:4](=[O:19])[C@@H:5]([O:17][CH3:18])[CH2:6][C:7]1[CH:12]=[CH:11][C:10]([O:13][CH2:14][CH2:15]Br)=[CH:9][CH:8]=1)C.[CH:20]1[C:29]2[C:24](=[CH:25][CH:26]=[CH:27][CH:28]=2)[CH:23]=[CH:22][C:21]=1[OH:30].CO[C@@H](CC1C=CC(OCCCOC2C=CC=CC=2)=CC=1)C(O)=O>>[CH3:18][O:17][C@@H:5]([CH2:6][C:7]1[CH:8]=[CH:9][C:10]([O:13][CH2:14][CH2:15][O:30][C:21]2[CH:22]=[CH:23][C:24]3[C:29](=[CH:28][CH:27]=[CH:26][CH:25]=3)[CH:20]=2)=[CH:11][CH:12]=1)[C:4]([OH:3])=[O:19]. Reported procedure: The title compound was prepared from (2S)-3-[4-(2-bromo-ethoxy)-phenyl]-2-methoxy-propionic acid ethyl ester (Example 283, Step 2) and naphthalen-2-ol via the same procedure used for the preparation of (2S)-2-methoxy-3-[4-(3-phenoxy-propoxy)-phenyl]-propionic acid (Example 285, Step 1), to produce a white solid. MS (ES) for C22H22O5 [M+NH4]+: 389.3. The reactants are OC=1C=C2C(=C(NC2=CC1)C1=CC(=C(C(=C1)C)O)C)C (5-Hydroxy-2-(4-hydroxy-3,5-dimethylphenyl)-3-methylindole), C(C1=CC=CC=C1)Br (benzyl bromide). The product is C(C1=CC=CC=C1)OC=1C=C2C(=C(NC2=CC1)C1=CC(=C(C(=C1)C)O)C)C (5-benzyloxy-2-(4-hydroxy-3,5-dimethylphenyl)-3-methylindole). RXN SMILES: [OH:1][C:2]1[CH:3]=[C:4]2[C:8](=[CH:9][CH:10]=1)[NH:7][C:6]([C:11]1[CH:16]=[C:15]([CH3:17])[C:14]([OH:18])=[C:13]([CH3:19])[CH:12]=1)=[C:5]2[CH3:20].[CH2:21](Br)[C:22]1[CH:27]=[CH:26][CH:25]=[CH:24][CH:23]=1>>[CH2:21]([O:1][C:2]1[CH:3]=[C:4]2[C:8](=[CH:9][CH:10]=1)[NH:7][C:6]([C:11]1[CH:16]=[C:15]([CH3:17])[C:14]([OH:18])=[C:13]([CH3:19])[CH:12]=1)=[C:5]2[CH3:20])[C:22]1[CH:27]=[CH:26][CH:25]=[CH:24][CH:23]=1. Reported procedure: 5-Hydroxy-2-(4-hydroxy-3,5-dimethylphenyl)-3-methylindole and benzyl bromide were treated in the same way as in Example 35 to obtain 5-benzyloxy-2-(4-hydroxy-3,5-dimethylphenyl)-3-methylindole. Product: CCCCNc1nc2c(C(=O)O)cnn2c2c1cnc1c2cnn1CC. Starting materials: CCCCN, CCn1ncc2c1ncc1c(Cl)nc3c(C(=O)O)cnn3c12. RXN SMILES: [CH2:23]([CH2:24][CH2:25][CH3:26])[NH2:27].[Cl:1][c:2]1[n:3][c:4]2[n:5]([c:6]3[c:7]1[cH:8][n:9][c:10]1[c:11]3[cH:12][n:13][n:14]1[CH2:15][CH3:16])[n:17][cH:18][c:19]2[C:20](=[O:21])[OH:22]>>[c:2]1([NH:27][CH2:23][CH2:24][CH2:25][CH3:26])[n:3][c:4]2[n:5]([c:6]3[c:7]1[cH:8][n:9][c:10]1[c:11]3[cH:12][n:13][n:14]1[CH2:15][CH3:16])[n:17][cH:18][c:19]2[C:20](=[O:21])[OH:22]. Starting materials: C(C1=CC=CC=C1)N (benzylamine), C12C(OC(C2C1)=O)=O (3-oxabicyclo[3.1.0]hexane-2,4-dione), O (water). Run in C(C)(=O)O (acetic acid). Run at time 8 hour. The product is C(C1=CC=CC=C1)N1C(C2CC2C1=O)=O (3-benzyl-3-azabicyclo[3.1.0]hexane-2,4-dione). The yield is 75.0%. As a reaction SMILES: [CH:1]12[CH2:6][CH:5]1[C:4](=[O:7])[O:3][C:2]2=O.[CH2:9]([NH2:16])[C:10]1[CH:15]=[CH:14][CH:13]=[CH:12][CH:11]=1.O>C(O)(=O)C>[CH2:9]([N:16]1[C:4](=[O:7])[CH:5]2[CH:1]([CH2:6]2)[C:2]1=[O:3])[C:10]1[CH:15]=[CH:14][CH:13]=[CH:12][CH:11]=1. Procedure: 3-oxabicyclo[3.1.0]hexane-2,4-dione (23-1) (20 g, 0.179 mol) was dissolved in acetic acid (100 mL), and benzylamine (28.8 g, 0.269 mol) was added dropwise under cooling in a water bath, after the completion of addition, the temperature was raised to reflux and stirred overnight. The reaction mixture was cooled to room temperature, poured into 1 L of water to precipitate large amount of white solid, filtered, and the filter cake was recrystallized from isopropanol to give Compound 23-2 (27 g).